Dataset: the Open Reaction Database (ORD), a public repository of structured organic reaction records. Task: describe an organic reaction: reactants, conditions, products, and yield Starting materials: C1(CCCC1)C1=C(C=CC(=C1)C1=C2C=CC=CC2=C(C=2SC(=C(C21)C)C)Br)OC(C)=O (acetic acid 2-cyclopentyl-4-(9-bromo-2,3-dimethyl-naphtho[2,3-b]thiophen-4-yl)-phenyl ester), [OH-].[K+] (potassium hydroxide), solution. The solvent is O1CCCC1 (tetrahydrofuran), CO (methanol). Yields the product C1(CCCC1)C1=C(C=CC(=C1)C1=C2C=CC=CC2=C(C=2SC(=C(C21)C)C)Br)O (2-Cyclopentyl-4-(9-bromo-2,3-dimethyl-naphtho[2,3-b]thiophen-4-yl)-phenol). Yield: 98.5%. As a reaction SMILES: [CH:1]1([C:6]2[CH:11]=[C:10]([C:12]3[C:24]4[C:23]([CH3:25])=[C:22]([CH3:26])[S:21][C:20]=4[C:19]([Br:27])=[C:18]4[C:13]=3[CH:14]=[CH:15][CH:16]=[CH:17]4)[CH:9]=[CH:8][C:7]=2[O:28]C(=O)C)[CH2:5][CH2:4][CH2:3][CH2:2]1.[OH-].[K+]>O1CCCC1.CO>[CH:1]1([C:6]2[CH:11]=[C:10]([C:12]3[C:24]4[C:23]([CH3:25])=[C:22]([CH3:26])[S:21][C:20]=4[C:19]([Br:27])=[C:18]4[C:13]=3[CH:14]=[CH:15][CH:16]=[CH:17]4)[CH:9]=[CH:8][C:7]=2[OH:28])[CH2:2][CH2:3][CH2:4][CH2:5]1 |f:1.2|. Reported procedure: To acetic acid 2-cyclopentyl-4-(9-bromo-2,3-dimethyl-naphtho[2,3-b]thiophen-4-yl)-phenyl ester (2.7 g, 5.4 mmol) in tetrahydrofuran (88 mL) and methanol (30 mL) at room temperature was added dropwise an aqueous potassium hydroxide (6.5 mL of a 1N solution, 6.5 mmol). After 1.5 h the reaction mixture was concentrated under reduced pressure. The resulting residue was combined with water (200 mL) and acidified with 10% aqueous hydrochloric acid to a pH of 1. The solution was extracted with diethyl ... The reactants are N1CC(C1)NC(OC(C)(C)C)=O (tert-butyl azetidin-3-ylcarbamate), FC(C=1C=C(C=O)C=CC1)(F)F (3-(trifluoromethyl)benzaldehyde), C(C)(=O)O[BH-](OC(C)=O)OC(C)=O.[Na+] (sodium triacetoxyborohydride), resultant mixture. Solvent: ClC(C)Cl (dichloroethane), ClCCl (dichloromethane). The product is FC(C=1C=C(CN2CC(C2)NC(OC(C)(C)C)=O)C=CC1)(F)F (tert-butyl 1-[3-(trifluoromethyl)benzyl]azetidin-3-ylcarbamate). RXN SMILES: [NH:1]1[CH2:4][CH:3]([NH:5][C:6](=[O:12])[O:7][C:8]([CH3:11])([CH3:10])[CH3:9])[CH2:2]1.[F:13][C:14]([F:24])([F:23])[C:15]1[CH:16]=[C:17]([CH:20]=[CH:21][CH:22]=1)[CH:18]=O.C(O[BH-](OC(=O)C)OC(=O)C)(=O)C.[Na+]>ClC(Cl)C.ClCCl>[F:13][C:14]([F:23])([F:24])[C:15]1[CH:16]=[C:17]([CH:20]=[CH:21][CH:22]=1)[CH2:18][N:1]1[CH2:4][CH:3]([NH:5][C:6](=[O:12])[O:7][C:8]([CH3:9])([CH3:11])[CH3:10])[CH2:2]1 |f:2.3|. Reported procedure: To a solution of tert-butyl azetidin-3-ylcarbamate (0.34 g, 2 mmol) in dichloroethane was added 3-(trifluoromethyl)benzaldehyde (0.45 g, 2.6 mmol) and sodium triacetoxyborohydride (0.64 g, 3 mmol). The resultant mixture was stirred at room temperature for 16 hours, and then the mixture was diluted with dichloromethane and washed with aqueous NaHCO3 solution. The organic layer was separated, dried over MgSO4, and concentrated. The residue was purified by flash chromatography on silica gel eluting... Reactants: O=[N+]([O-])C1CN(Cc2ccccc2)CC1c1ccc(Cl)c(F)c1, CCOC(C)=O, [Na+], O=C([O-])O. The product is NC1CN(Cc2ccccc2)CC1c1ccc(Cl)c(F)c1. Reaction SMILES: [CH2:1]([c:2]1[cH:3][cH:4][cH:5][cH:6][cH:7]1)[N:8]1[CH2:9][CH:10]([c:16]2[cH:17][c:18]([F:23])[c:19]([Cl:22])[cH:20][cH:21]2)[CH:11]([N+:13]([O-:14])=[O:15])[CH2:12]1.[CH3:29][CH2:30][O:31][C:32]([CH3:33])=[O:34].[Na+:28].[O-:24][C:25]([OH:26])=[O:27]>>[CH2:1]([c:2]1[cH:3][cH:4][cH:5][cH:6][cH:7]1)[N:8]1[CH2:9][CH:10]([c:16]2[cH:17][c:18]([F:23])[c:19]([Cl:22])[cH:20][cH:21]2)[CH:11]([NH2:13])[CH2:12]1. Reactants: C1COCCOCCOCCOCCOCCO1 (18-Crown-6), C(=O)([O-])[O-].[K+].[K+] (K2CO3), C=1(C(=CC=CC1)C=O)C1=CC=CC=C1 (biphenylcarboxaldehyde), [Br-].C(=O)(O)CCCCCP(C1=CC=CC=C1)(C1=CC=CC=C1)C1=CC=CC=C1 (5-carboxypentyl triphenylphosphorane bromide), B(F)(F)F.CCOCC (BF3.OEt2). Run in O (H2O), O1CCCC1 (tetrahydrofuran). The product is cis-6-(4'-biphenyl)hex-5-enoic acid, C1(=CC=CC=C1)C1=CC=C(C=C1)/C=C/CCCC(=O)O (trans-6-(4'-biphenylyl)hex-5-enoic acid). Isolated yield 59.0%. RXN SMILES: [C:1]1([C:9]2[CH:14]=[CH:13][CH:12]=[CH:11][CH:10]=2)[C:2](C=O)=[CH:3][CH:4]=[CH:5][CH:6]=1.[Br-].[C:16]([CH2:19][CH2:20][CH2:21][CH2:22][CH2:23]P(C1C=CC=CC=1)(C1C=CC=CC=1)C1C=CC=CC=1)([OH:18])=[O:17].C([O-])([O-])=O.[K+].[K+].C1OCCOCCOCCOCCOCCOC1.B(F)(F)F.CCOCC>O1CCCC1.O>[C:9]1([C:1]2[CH:6]=[CH:5][C:4](/[CH:23]=[CH:22]/[CH2:21][CH2:20][CH2:19][C:16]([OH:18])=[O:17])=[CH:3][CH:2]=2)[CH:10]=[CH:11][CH:12]=[CH:13][CH:14]=1 |f:1.2,3.4.5,7.8|. Procedure: Six grams biphenylcarboxaldehyde, 10.23 g 5-carboxypentyl triphenylphosphorane bromide, 5.8 g anhydrous K2CO3 and 130 mg 18-Crown-6 were suspended in 240 mL dry tetrahydrofuran. The mixture was heated and stirred at reflux for 7 days, diluted with 200 mL H2O, extracted with EtOAc (5×200 mL). The EtOAc extract was dried (Na2SO4) and concentrated, the residue was taken up in methanol (200 mL) treated with 1 equivalent BF3.OEt2 and the methyl esters of the cis and trans acids separated by chromatog... The reactants are Cn1cccc1CCN, O=S(=O)(Cl)c1ccccc1. The product is Cn1cccc1CCNS(=O)(=O)c1ccccc1. RXN SMILES: [NH2:1][CH2:2][CH2:3][c:4]1[n:5]([CH3:9])[cH:6][cH:7][cH:8]1.[c:10]1([S:16](=[O:17])(=[O:18])[Cl:19])[cH:11][cH:12][cH:13][cH:14][cH:15]1>>[NH:1]([CH2:2][CH2:3][c:4]1[n:5]([CH3:9])[cH:6][cH:7][cH:8]1)[S:16]([c:10]1[cH:11][cH:12][cH:13][cH:14][cH:15]1)(=[O:17])=[O:18]. Starting materials: C(C)C1=CC=NN1C1=CC=CC=C1 (5-ethyl-1-phenyl-1H-pyrazole), IN1C(CCC1=O)=O (N-iodosuccinimide), C(C)#N (acetonitrile). The solvent is C(C)(=O)OCC (ethyl acetate). Conditions: temperature 60 celsius, time 1 hour. Product: C(C)C1=C(C=NN1C1=CC=CC=C1)I (5-ethyl-4-iodo-1-phenyl-1H-pyrazole). Reaction SMILES: [CH2:1]([C:3]1[N:7]([C:8]2[CH:13]=[CH:12][CH:11]=[CH:10][CH:9]=2)[N:6]=[CH:5][CH:4]=1)[CH3:2].[I:14]N1C(=O)CCC1=O.C(#N)C>C(OCC)(=O)C>[CH2:1]([C:3]1[N:7]([C:8]2[CH:13]=[CH:12][CH:11]=[CH:10][CH:9]=2)[N:6]=[CH:5][C:4]=1[I:14])[CH3:2]. Procedure details: 5-ethyl-1-phenyl-1H-pyrazole (21 mg, 0.12 mmol) and N-iodosuccinimide (41 mg, 0.18 mmol) were added to acetonitrile (5 ml). The reaction mixture was heated to 60° C. After 1 hour, the reaction mixture was diluted with ethyl acetate, washed with 1N aqueous sodium hydroxide and brine, then dried over magnesium sulfate, filtered, and concentrated. The residue was purified by column chromatography on silica gel (ethyl acetate/hexanes gradient) to afford 5-ethyl-4-iodo-1-phenyl-1H-pyrazole. The reactants are NC1=NC(=C(C(=N1)C=1OC=CC1)C#N)S(=O)C (2-amino-4-furan-2-yl-6-methanesulfinyl-pyrimidine-5-carbonitrile), Cl.NCCNS(=O)(=O)C1=CC=C(C=C1)Cl (N-(2-aminoethyl)-p-chlorobenzenesulfonamide hydrochloride), C1CCC2=NCCCN2CC1 (DBU). The solvent is COCCOC (DME). Yields the product NC1=NC(=C(C(=N1)NCCNS(=O)(=O)C1=CC=C(C=C1)Cl)C#N)C=1OC=CC1 (N-[2-(2-Amino-5-cyano-6-furan-2-yl-pyrimidin-4-ylamino)-ethyl]-4-chloro-benzenesulfonamide). RXN SMILES: [NH2:1][C:2]1[N:7]=[C:6]([C:8]2[O:9][CH:10]=[CH:11][CH:12]=2)[C:5]([C:13]#[N:14])=[C:4](S(C)=O)[N:3]=1.Cl.[NH2:19][CH2:20][CH2:21][NH:22][S:23]([C:26]1[CH:31]=[CH:30][C:29]([Cl:32])=[CH:28][CH:27]=1)(=[O:25])=[O:24].C1CCN2C(=NCCC2)CC1>COCCOC>[NH2:1][C:2]1[N:3]=[C:4]([NH:19][CH2:20][CH2:21][NH:22][S:23]([C:26]2[CH:31]=[CH:30][C:29]([Cl:32])=[CH:28][CH:27]=2)(=[O:25])=[O:24])[C:5]([C:13]#[N:14])=[C:6]([C:8]2[O:9][CH:10]=[CH:11][CH:12]=2)[N:7]=1 |f:1.2|. Procedure: From 2-amino-4-furan-2-yl-6-methanesulfinyl-pyrimidine-5-carbonitrile, N-(2-aminoethyl)-p-chlorobenzenesulfonamide hydrochloride and DBU in DME. ES-MS m/e (%): 419 (M+H+, 100).